From a dataset of the Open Reaction Database (ORD), a public repository of structured organic reaction records. describe an organic reaction: reactants, conditions, products, and yield Starting materials: C=1(C(=CC=CC1)S(=O)(=O)OCCCCC(OC(C(OC(C(C(C(F)(F)F)(F)F)(F)F)(F)F)(F)F)(F)F)(F)F)C (5,5-difluoro-5-(perfluorobutoxyethoxy)-1-pentanol toluenesulfonate), [H-].[Na+] (sodium hydride), [H][H] (hydrogen), C(CCCCCCC)C=1C=NC(=NC1)C1=CC=C(C=C1)O (5-octyl-2-(4-hydroxyphenyl)pyrimidine). Solvent: CN(C=O)C (dimethyl formamide). Conditions: temperature 100 celsius. The product is C(CCCCCCC)C=1C=NC(=NC1)C1=CC=C(C=C1)OCCCCC(OC(C(OC(C(C(C(F)(F)F)(F)F)(F)F)(F)F)(F)F)(F)F)(F)F (5-Octyl-2-(4-(5,5-difluoro-5-(perfluorobutoxyethoxy) pentoxy)phenyl)pyrimidine). RXN SMILES: [H-].[Na+].[CH2:3]([C:11]1[CH:12]=[N:13][C:14]([C:17]2[CH:22]=[CH:21][C:20]([OH:23])=[CH:19][CH:18]=2)=[N:15][CH:16]=1)[CH2:4][CH2:5][CH2:6][CH2:7][CH2:8][CH2:9][CH3:10].[H][H].C1(C)C(S(O[CH2:36][CH2:37][CH2:38][CH2:39][C:40]([F:63])([F:62])[O:41][C:42]([F:61])([F:60])[C:43]([F:59])([F:58])[O:44][C:45]([F:57])([F:56])[C:46]([F:55])([F:54])[C:47]([F:53])([F:52])[C:48]([F:51])([F:50])[F:49])(=O)=O)=CC=CC=1>CN(C)C=O>[CH2:3]([C:11]1[CH:16]=[N:15][C:14]([C:17]2[CH:22]=[CH:21][C:20]([O:23][CH2:36][CH2:37][CH2:38][CH2:39][C:40]([F:62])([F:63])[O:41][C:42]([F:60])([F:61])[C:43]([F:58])([F:59])[O:44][C:45]([F:57])([F:56])[C:46]([F:54])([F:55])[C:47]([F:52])([F:53])[C:48]([F:49])([F:51])[F:50])=[CH:19][CH:18]=2)=[N:13][CH:12]=1)[CH2:4][CH2:5][CH2:6][CH2:7][CH2:8][CH2:9][CH3:10] |f:0.1|. Reported procedure: Using essentially the procedure of Example 97, a flask was charged with sodium hydride (0.4 g of a 60 weight % suspension in mineral oil, 1.65 mmoles) and dimethyl formamide (5 mL). With stirring, 5-octyl-2-(4-hydroxyphenyl)pyrimidine (0.33 g, 1.1 mmole) was slowly added to the resulting mixture to control the hydrogen evolution. The mixture was stirred at room temperature for 30 minutes, 5,5-difluoro-5-(perfluorobutoxyethoxy)-1-pentanol toluenesulfonate (0.6 g, 0.95 mmoles) was then added, and ... Reactants: C(C1=CC=CC=C1)ON1C(C2=CC=CC=3C2=C(C1=O)C=C(C3N3CCCC3)F)=O (2-benzyloxy-5-fluoro-6-(pyrrolidin-1-yl)-benzo[de]isoquinoline-1,3-dione). Reagents/catalysts: [Pd] (Pd/C). Reaction conditions: time 2 hour. Yields the product FC=1C(=C2C3=C(C(N(C(C3=CC=C2)=O)O)=O)C1)N1CCCC1 (5-Fluoro-2-hydroxy-6-(pyrrolidin-1-yl)-benzo[de]isoquinoline-1,3-dione). Yield: 4.6%. As a reaction SMILES: C([O:8][N:9]1[C:18](=[O:19])[C:17]2[CH:20]=[C:21]([F:28])[C:22]([N:23]3[CH2:27][CH2:26][CH2:25][CH2:24]3)=[C:15]3[C:16]=2[C:11](=[CH:12][CH:13]=[CH:14]3)[C:10]1=[O:29])C1C=CC=CC=1>[Pd]>[F:28][C:21]1[C:22]([N:23]2[CH2:27][CH2:26][CH2:25][CH2:24]2)=[C:15]2[CH:14]=[CH:13][CH:12]=[C:11]3[C:16]2=[C:17]([CH:20]=1)[C:18](=[O:19])[N:9]([OH:8])[C:10]3=[O:29]. Procedure details: A solution of 28 mg (0.72 mmol) of 2-benzyloxy-5-fluoro-6-(pyrrolidin-1-yl)-benzo[de]isoquinoline-1,3-dione (from Example Z3) was hydrogenated over 15 mg of 10% Pd/C at room temperature and atmospheric pressure for 2 hours. Pd/C was removed by filtration, and the filtrate was evaporated to yield 10 mg of the title compound, mp 224-226° C.